From a dataset of the Open Reaction Database (ORD), a public repository of structured organic reaction records. describe an organic reaction: reactants, conditions, products, and yield Starting materials: Cl.ClC1=C(C(=O)O)C=CC(=C1)OCCCN1CCCCC1 (2-Chloro-4-(3-piperidin-1-ylpropoxy)benzoic acid hydrochloride). The solvent is S(=O)(Cl)Cl (thionyl chloride). Yields the product Cl.ClC1=C(C(=O)Cl)C=CC(=C1)OCCCN1CCCCC1 (2-Chloro-4-(3-piperidin-1-ylpropoxy)benzoyl chloride hydrochloride). The yield is 189.5%. As a reaction SMILES: [ClH:1].[Cl:2][C:3]1[CH:11]=[C:10]([O:12][CH2:13][CH2:14][CH2:15][N:16]2[CH2:21][CH2:20][CH2:19][CH2:18][CH2:17]2)[CH:9]=[CH:8][C:4]=1[C:5](O)=[O:6]>S(Cl)(Cl)=O>[ClH:2].[Cl:2][C:3]1[CH:11]=[C:10]([O:12][CH2:13][CH2:14][CH2:15][N:16]2[CH2:21][CH2:20][CH2:19][CH2:18][CH2:17]2)[CH:9]=[CH:8][C:4]=1[C:5]([Cl:1])=[O:6] |f:0.1,3.4|. Procedure details: 2-Chloro-4-(3-piperidin-1-ylpropoxy)benzoic acid hydrochloride (D27) (1.0 g) was heated at reflux in thionyl chloride (20 ml) for 1.5 h. The thionyl chloride was removed by evaporation and the residue evaporated from DCM (3×30 ml) to give the title compound (D28) (1.0 g). Reactants: ClC=1C=CC(=C(C1)C1=CC=C(C=C1)[C@@H](C)NS(=O)(=O)C=1C(=NN(C1Cl)C)C)OCC ((R)-5-Chloro-1,3-dimethyl-1H-pyrazole-4-sulfonic acid [1-(5′-chloro-2′-ethoxy-biphenyl-4-yl)-ethyl]-amide), COC1=C(C=C(C=C1)C)B(O)O (2-methoxy-5-methylphenylboronic acid), BrC1=CC=C(C=C1)[C@@H](C)N ((R)-1-(4-bromophenyl)ethylamine). Product: COC1=C(C=C(C=C1)C)C1=CC=C(C=C1)[C@@H](C)N ((R)-1-(2′-methoxy-5′-methyl-biphenyl-4-yl)-ethylamine). As a reaction SMILES: Cl[C:2]1[CH:3]=[CH:4][C:5]([O:28][CH2:29]C)=[C:6]([C:8]2[CH:13]=[CH:12][C:11]([C@H:14]([NH:16]S(C3C(C)=NN(C)C=3Cl)(=O)=O)[CH3:15])=[CH:10][CH:9]=2)[CH:7]=1.[CH3:31]OC1C=CC(C)=CC=1B(O)O.BrC1C=CC([C@H](N)C)=CC=1>>[CH3:29][O:28][C:5]1[CH:4]=[CH:3][C:2]([CH3:31])=[CH:7][C:6]=1[C:8]1[CH:9]=[CH:10][C:11]([C@H:14]([NH2:16])[CH3:15])=[CH:12][CH:13]=1. Procedure details: Prepared in a similar manner to (R)-5-chloro-1,3-dimethyl-1H-pyrazole-4-sulfonic acid [1-(5′-chloro-2′-ethoxy-biphenyl-4-yl)-ethyl]-amide (Example 1) using 2-methoxy-5-methylphenylboronic acid and (R)-1-(4-bromophenyl)ethylamine to give (R)-1-(2′-methoxy-5′-methyl-biphenyl-4-yl)-ethylamine which was then reacted with 5-chloro-1,3-dimethyl-1H-pyrazole-4-sulfonyl chloride. Title compound: 1H NMR (400 MHz, DMSO-d6): δ 8.25 (d, 1H), 7.27 (d, 2H), 7.20 (d, 2H), 7.12 (d, 1H), 7.02 (s, 1H), 6.97 (d, 1H... Reactants: C(CC=C)C1C=CCC=2C(C3=CC=CC=C3C(C12)=O)=O (1,4-dihydro-1-(3-butenyl)anthraquinone), [H][H] (hydrogen). Reagents/catalysts: [Pd] (Pd/C). The solvent is C(C)(=O)OCC (ethyl acetate). Conditions: time 8 hour. The product is C(CCC)C1CCCC=2C(C3=CC=CC=C3C(C12)=O)=O (1-n-butyl-1,2,3,4-tetrahydroanthraquinone). Isolated yield 83.0%. RXN SMILES: [CH2:1]([CH:5]1[C:18]2[C:17](=[O:19])[C:16]3[C:11](=[CH:12][CH:13]=[CH:14][CH:15]=3)[C:10](=[O:20])[C:9]=2[CH2:8][CH:7]=[CH:6]1)[CH2:2][CH:3]=[CH2:4].[H][H]>[Pd].C(OCC)(=O)C>[CH2:1]([CH:5]1[C:18]2[C:17](=[O:19])[C:16]3[C:11](=[CH:12][CH:13]=[CH:14][CH:15]=3)[C:10](=[O:20])[C:9]=2[CH2:8][CH2:7][CH2:6]1)[CH2:2][CH2:3][CH3:4]. Procedure: A 5.0 g. sample of 1,4-dihydro-1-(3-butenyl)anthraquinone (6a, R = H) was dissolved in 100 ml. of ethyl acetate. The solution was then hydrogenated using 0.2 g. 10% Pd/C catalyst. After the absorption of three equivalents of hydrogen, the mixture was filtered to remove the catalyst. It was then stirred at room temperature overnight while exposed to air to oxidize the hydroquinone. After removal of the solvent, the residue was recrystallized from methanol to give 4.2 g. product (83% yield). The g... Starting materials: O=C(O)c1cncc(Br)c1, Cc1cccc(-c2sc(C)nc2C(=O)N2CC3CC(C)CC3C2CN)c1. Yields the product Cc1cccc(-c2sc(C)nc2C(=O)N2CC3CC(C)CC3C2CNC(=O)c2cncc(Br)c2)c1. Reaction SMILES: [Br:27][c:28]1[cH:29][n:30][cH:31][c:32]([C:33](=[O:34])[OH:35])[cH:36]1.[NH2:1][CH2:2][CH:3]1[CH:4]2[CH2:5][CH:6]([CH3:26])[CH2:7][CH:8]2[CH2:9][N:10]1[C:11](=[O:12])[c:13]1[n:14][c:15]([CH3:25])[s:16][c:17]1-[c:18]1[cH:19][c:20]([CH3:24])[cH:21][cH:22][cH:23]1>>[NH:1]([CH2:2][CH:3]1[CH:4]2[CH2:5][CH:6]([CH3:26])[CH2:7][CH:8]2[CH2:9][N:10]1[C:11](=[O:12])[c:13]1[n:14][c:15]([CH3:25])[s:16][c:17]1-[c:18]1[cH:19][c:20]([CH3:24])[cH:21][cH:22][cH:23]1)[C:33]([c:32]1[cH:31][n:30][cH:29][c:28]([Br:27])[cH:36]1)=[O:34].